From a dataset of the Open Reaction Database (ORD), a public repository of structured organic reaction records. describe an organic reaction: reactants, conditions, products, and yield Reactants: BrCC1CO1, O=C([O-])[O-], CN(C)C=O, [K+], [K+], O, COc1cc2c(Oc3ccc(C)cc3C(=O)c3ccccc3)ccnc2cc1O. Product: COc1cc2c(Oc3ccc(C)cc3C(=O)c3ccccc3)ccnc2cc1OCC1CO1. As a reaction SMILES: [Br:30][CH2:31][CH:32]1[CH2:33][O:34]1.[C:35](=[O:36])([O-:37])[O-:38].[CH3:42][N:43]([CH3:44])[CH:45]=[O:46].[K+:39].[K+:40].[OH2:41].[OH:1][c:2]1[c:3]([O:28][CH3:29])[cH:4][c:5]2[c:6]([O:12][c:13]3[c:14]([C:20](=[O:21])[c:22]4[cH:23][cH:24][cH:25][cH:26][cH:27]4)[cH:15][c:16]([CH3:19])[cH:17][cH:18]3)[cH:7][cH:8][n:9][c:10]2[cH:11]1>>[O:1]([c:2]1[c:3]([O:28][CH3:29])[cH:4][c:5]2[c:6]([O:12][c:13]3[c:14]([C:20](=[O:21])[c:22]4[cH:23][cH:24][cH:25][cH:26][cH:27]4)[cH:15][c:16]([CH3:19])[cH:17][cH:18]3)[cH:7][cH:8][n:9][c:10]2[cH:11]1)[CH2:31][CH:32]1[CH2:33][O:34]1. Reactants: C(C)(=O)OC1=CC(=C(C=C1C)O)C (4-acetoxy-2,5-dimethylphenol), C([O-])([O-])=O.[K+].[K+] (potassium carbonate), ClCC1OC1 (chloromethyloxirane). Solvent: C(C)C(=O)C (methyl ethyl ketone). Product: C(C)(=O)OC1=CC(=C(OCC2CO2)C=C1C)C (1-(4-acetoxy-2,5-dimethylphenoxy)-2,3-epoxypropane). RXN SMILES: [C:1]([O:4][C:5]1[C:10]([CH3:11])=[CH:9][C:8]([OH:12])=[C:7]([CH3:13])[CH:6]=1)(=[O:3])[CH3:2].C(=O)([O-])[O-].[K+].[K+].Cl[CH2:21][CH:22]1[CH2:24][O:23]1>C(C(C)=O)C>[C:1]([O:4][C:5]1[C:10]([CH3:11])=[CH:9][C:8]([O:12][CH2:21][CH:22]2[O:23][CH2:24]2)=[C:7]([CH3:13])[CH:6]=1)(=[O:3])[CH3:2] |f:1.2.3|. Procedure details: Using 3.25 g of 4-acetoxy-2,5-dimethylphenol, 2.49 g of anhydrous potassium carbonate, 2.8 ml of chloromethyloxirane and 50 ml of methyl ethyl ketone, reaction and workup carried out as in Example 1-A gave about 2.97 g of 1-(4-acetoxy-2,5-dimethylphenoxy)-2,3-epoxypropane as yellow oil. Using the epoxy compound thus obtained, 2.66 g of 1-(2-methoxyphenyl)piperazine and 100 ml of dioxane, reaction and workup were carried out as in Examples 1-A and 4. After hydrolysis, workup and then conversion t... As a reaction SMILES: [CH3:13][C:14](=[O:15])[OH:16].[OH:1][c:2]1[c:3]([CH3:12])[cH:4][c:5]([CH:6]=[N:7][OH:8])[cH:9][c:10]1[CH3:11]>>[OH:1][c:2]1[c:3]([CH3:12])[cH:4][c:5]([CH2:6][NH2:7])[cH:9][c:10]1[CH3:11]. The product is Cc1cc(CN)cc(C)c1O. The reactants are CC(=O)O, Cc1cc(C=NO)cc(C)c1O. Reactants: CC1(CCCC(N1[O])(C)C)C (TEMPO), C(C)(=O)OI(OC(C)=O)C1=CC=CC=C1 ((diacetoxyiodo)benzene), C(C)[C@@H]1CO[C@@H](CN1C(=O)OC(C)(C)C)CO (1,1-dimethylethyl(2S,5R)-5-ethyl-2-(hydroxymethyl)-4-morpholinecarboxylate). Run in C(Cl)Cl (CH2Cl2). Reaction conditions: time 8 hour. Yields the product CC(C)(C)OC(=O)N1C[C@H](OC[C@H]1CC)C(=O)O ((2S,5R)-4-{[(1,1-Dimethylethyl)oxy]carbonyl}-5-ethyl-2-morpholinecarboxylic acid). Isolated yield 26.7%. As a reaction SMILES: [CH2:1]([C@H:3]1[N:8]([C:9]([O:11][C:12]([CH3:15])([CH3:14])[CH3:13])=[O:10])[CH2:7][C@@H:6]([CH2:16][OH:17])[O:5][CH2:4]1)[CH3:2].CC1(C)N([O])C(C)(C)CCC1.C(OI(C1C=CC=CC=1)OC(=O)C)(=[O:31])C>C(Cl)Cl>[CH3:14][C:12]([O:11][C:9]([N:8]1[C@H:3]([CH2:1][CH3:2])[CH2:4][O:5][C@H:6]([C:16]([OH:31])=[O:17])[CH2:7]1)=[O:10])([CH3:13])[CH3:15] |^1:21|. Reported procedure: To a vigorously stirred solution of 1,1-dimethylethyl(2S,5R)-5-ethyl-2-(hydroxymethyl)-4-morpholinecarboxylate (2.52 g, 10.27 mmol) in CH2Cl2 (50 mL) that was cooled to 0° C. were added TEMPO (0.321 g, 2.054 mmol) and (diacetoxyiodo)benzene (7.28 g, 22.60 mmol). The ice bath was removed, and the reaction was allowed to warm to room temperature and stirred overnight. The reaction was quenched with CH3OH and then concentrated to afford the title compound (0.711 g) as a yellow oil. LC-MS (ES) m/z=2... Starting materials: ClC1=C(C=O)C=CC=C1Cl (2,3-Dichlorobenzaldehyde), [C@@H]1(CCCC2=CC=CC=C12)N ((1S)-1,2,3,4-tetrahydro-1-naphthalenylamine). Product: ClC1=C(CN[C@H]2CCCC3=CC=CC=C23)C=CC=C1Cl (N-(2,3-dichlorobenzyl)-N-[(1S)-1,2,3,4-tetrahydro-1-naphthalenyl]amine). Reaction SMILES: [Cl:1][C:2]1[C:9]([Cl:10])=[CH:8][CH:7]=[CH:6][C:3]=1[CH:4]=O.[C@@H:11]1([NH2:21])[C:20]2[C:15](=[CH:16][CH:17]=[CH:18][CH:19]=2)[CH2:14][CH2:13][CH2:12]1>>[Cl:1][C:2]1[C:9]([Cl:10])=[CH:8][CH:7]=[CH:6][C:3]=1[CH2:4][NH:21][C@@H:11]1[C:20]2[C:15](=[CH:16][CH:17]=[CH:18][CH:19]=2)[CH2:14][CH2:13][CH2:12]1. Reported procedure: 2,3-Dichlorobenzaldehyde and (1S)-1,2,3,4-tetrahydro-1-naphthalenylamine were processed as described in Example 1A to provide the title compound. Starting materials: IC=1N(C(=C2C(N1)=NC(=C2)NC(C(C)(C)C)=O)O)I (2,3-diiodo-4-hydroxy-6-pivaloylaminopyrrolo[2,3-d]pyrimidine). Reagents/catalysts: [Zn] (zinc). Run in C(C)(=O)O (acetic acid), O (water), O (water). Run at time 18 hour. The product is IN1C=NC=2C(=C1O)C=C(N2)NC(C(C)(C)C)=O (3-iodo-4-hydroxy-6-pivaloylaminopyrrolo[2,3-d]pyrimidine). RXN SMILES: I[C:2]1[N:3]([I:19])[C:4]([OH:18])=[C:5]2[CH:10]=[C:9]([NH:11][C:12](=[O:17])[C:13]([CH3:16])([CH3:15])[CH3:14])[N:8]=[C:6]2[N:7]=1>C(O)(=O)C.O.[Zn]>[I:19][N:3]1[C:4]([OH:18])=[C:5]2[CH:10]=[C:9]([NH:11][C:12](=[O:17])[C:13]([CH3:15])([CH3:14])[CH3:16])[N:8]=[C:6]2[N:7]=[CH:2]1. Procedure: To a mixture of 4.86 g of 2,3-diiodo-4-hydroxy-6-pivaloylaminopyrrolo[2,3-d]pyrimidine in 100 mL of glacial acetic acid and 25 mL of water are added 1.3 g (20 mmol) of zinc powder. The mixture is stirred at ambient temperature for 18 hours, diluted with 500 mL of water, and cooled. The solid is collected through filtration and dried under vacuum over phosphorus pentoxide to yield 3-iodo-4-hydroxy-6-pivaloylaminopyrrolo[2,3-d]pyrimidine which can be purified further by chromatography over silica ... Reactants: C(#N)C1=CC=C(C=C1)NC1=NC=C(C(=N1)NCCC)C(=O)O (2-((4-cyanophenyl)amino)-4-(propylamino)pyrimidine-5-carboxylic acid), C(=O)(OC(C)(C)C)NCCCN (N-Boc-1,3-propanediamine), Cl.C(C)N=C=NCCCN(C)C (1-ethyl-3-(3-dimethylaminopropyl)carbodiimide hydrochloride), O.ON1N=NC2=C1C=CC=C2 (1-hydroxybenzotriazole monohydrate), C(O)([O-])=O.[Na+] (sodium hydrogencarbonate). Solvent: C(C)N(CC)CC (triethylamine), CN(C=O)C (N,N-dimethylformamide), C(C)(=O)OCC (ethyl acetate). Reaction conditions: time 2 hour. The product is C(#N)C1=CC=C(C=C1)NC1=NC=C(C(=N1)NCCC)C(=O)NCCCNC(OC(C)(C)C)=O (tert-butyl (3-(2-((4-cyanophenyl)amino)-4-(propylamino)pyrimidine-5-carboxamido)propyl)carbamate). Reaction SMILES: [C:1]([C:3]1[CH:8]=[CH:7][C:6]([NH:9][C:10]2[N:15]=[C:14]([NH:16][CH2:17][CH2:18][CH3:19])[C:13]([C:20]([OH:22])=O)=[CH:12][N:11]=2)=[CH:5][CH:4]=1)#[N:2].[C:23]([NH:30][CH2:31][CH2:32][CH2:33][NH2:34])([O:25][C:26]([CH3:29])([CH3:28])[CH3:27])=[O:24].Cl.C(N=C=NCCCN(C)C)C.O.ON1C2C=CC=CC=2N=N1.C(=O)([O-])O.[Na+]>C(OCC)(=O)C.C(N(CC)CC)C.CN(C)C=O>[C:1]([C:3]1[CH:4]=[CH:5][C:6]([NH:9][C:10]2[N:15]=[C:14]([NH:16][CH2:17][CH2:18][CH3:19])[C:13]([C:20]([NH:34][CH2:33][CH2:32][CH2:31][NH:30][C:23](=[O:24])[O:25][C:26]([CH3:28])([CH3:27])[CH3:29])=[O:22])=[CH:12][N:11]=2)=[CH:7][CH:8]=1)#[N:2] |f:2.3,4.5,6.7|. Reported procedure: To 2-((4-cyanophenyl)amino)-4-(propylamino)pyrimidine-5-carboxylic acid (C5, 328 mg), N-Boc-1,3-propanediamine (289 μL), 1-ethyl-3-(3-dimethylaminopropyl)carbodiimide hydrochloride (846 mg), and 1-hydroxybenzotriazole monohydrate (676 mg), N,N-dimethylformamide (10 mL) and triethylamine (306 μL) were added at room temperature, and the mixture was stirred at the same temperature for 2 hours. To the reaction mixture, saturated aqueous sodium hydrogencarbonate and ethyl acetate were added. The orga... Reactants: COC=1C=C(C(=O)O)C=CC1C=1C=NNC1 (3-methoxy-4-(1H-pyrazol-4-yl)benzoic acid), BrC1=CC(=C(C(=O)OC)C=C1)OC (methyl 4-bromo-2-methoxybenzoate). Yields the product COC1=C(C(=O)O)C=CC(=C1)C=1C=NNC1 (2-methoxy-4-(1H-pyrazol-4-yl)benzoic acid). Reaction SMILES: CO[C:3]1[CH:4]=[C:5]([CH:9]=[CH:10][C:11]=1[C:12]1[CH:13]=[N:14][NH:15][CH:16]=1)[C:6]([OH:8])=[O:7].BrC1C=CC([C:22](OC)=[O:23])=C(OC)C=1>>[CH3:22][O:23][C:4]1[CH:3]=[C:11]([C:12]2[CH:16]=[N:15][NH:14][CH:13]=2)[CH:10]=[CH:9][C:5]=1[C:6]([OH:8])=[O:7]. Procedure details: Intermediate 2 was synthesized by following a similar route to Intermediate 1 using methyl 4-bromo-2-methoxybenzoate in step 1A. LCMS (ESI) m/z: 219.1 (M+H)+. Reactants: CSc1ccccc1CBr, CC1(C)NN(C2C3CC4CC(C3)CC2C4)C1=O. Product: CSc1ccccc1CN1N(C2C3CC4CC(C3)CC2C4)C(=O)C1(C)C. RXN SMILES: [CH3:18][S:19][c:20]1[c:21]([CH2:22][Br:23])[cH:24][cH:25][cH:26][cH:27]1.[CH:1]12[CH:2]([N:11]3[NH:12][C:13]([CH3:16])([CH3:17])[C:14]3=[O:15])[CH:3]3[CH2:4][CH:5]([CH2:6][CH:7]([CH2:8]1)[CH2:9]3)[CH2:10]2>>[CH:1]12[CH:2]([N:11]3[N:12]([CH2:22][c:21]4[c:20]([S:19][CH3:18])[cH:27][cH:26][cH:25][cH:24]4)[C:13]([CH3:16])([CH3:17])[C:14]3=[O:15])[CH:3]3[CH2:4][CH:5]([CH2:6][CH:7]([CH2:8]1)[CH2:9]3)[CH2:10]2. The reactants are C(#C)C1=NC=CC=C1 (2-ethynyl-pyridine), COC(C1=CN=C(C(=C1)C1=CC=C(C=C1)C(F)(F)F)Cl)=O (6-chloro-5-(4-trifluoromethyl-phenyl)-nicotinic acid methyl ester), NC[C@](O)(C1CC1)C ((R)-α-(aminomethyl)-α-methyl-cyclopropanemethanol). Product: C1(CC1)[C@@](CNC(C1=CN=C(C(=C1)C1=CC=C(C=C1)C(F)(F)F)CCC1=NC=CC=C1)=O)(C)O (N—((R)-2-Cyclopropyl-2-hydroxy-propyl)-6-(2-pyridin-2-yl-ethyl)-5-(4-trifluoromethyl-phenyl)-nicotinamide). Reaction SMILES: [C:1]([C:3]1[CH:8]=[CH:7][CH:6]=[CH:5][N:4]=1)#[CH:2].CO[C:11](=[O:29])[C:12]1[CH:17]=[C:16]([C:18]2[CH:23]=[CH:22][C:21]([C:24]([F:27])([F:26])[F:25])=[CH:20][CH:19]=2)[C:15](Cl)=[N:14][CH:13]=1.[NH2:30][CH2:31][C@@:32]([CH3:37])([CH:34]1[CH2:36][CH2:35]1)[OH:33]>>[CH:34]1([C@:32]([OH:33])([CH3:37])[CH2:31][NH:30][C:11](=[O:29])[C:12]2[CH:17]=[C:16]([C:18]3[CH:19]=[CH:20][C:21]([C:24]([F:25])([F:26])[F:27])=[CH:22][CH:23]=3)[C:15]([CH2:2][CH2:1][C:3]3[CH:8]=[CH:7][CH:6]=[CH:5][N:4]=3)=[N:14][CH:13]=2)[CH2:36][CH2:35]1. Procedure details: The title compound was synthesized in analogy to the procedure described for the preparation of Example 140, using 2-ethynyl-pyridine (CAN 1945-84-2), 6-chloro-5-(4-trifluoromethyl-phenyl)-nicotinic acid methyl ester, and (R)-α-(aminomethyl)-α-methyl-cyclopropanemethanol as starting materials, LC at 215 nm; Rt 3.30: 98%, m/z (ES+): 470.5 (M+H).